From a dataset of the Open Reaction Database (ORD), a public repository of structured organic reaction records. describe an organic reaction: reactants, conditions, products, and yield The reactants are CN(C=CC(=O)C=1C=C(C=CC1)P(C1=CC=CC=C1)C1=CC=CC=C1)C ([3-(3-dimethylamino-1-oxoprop-2-en-yl)phenyl]diphenyl phosphane), O.NN (hydrazine monohydrate). The solvent is C(C)O (ethanol). Conditions: time 3 hour. The product is N1N=C(C=C1)C=1C=C(C=CC1)P(C1=CC=CC=C1)C1=CC=CC=C1 ([3-(3-Pyrazolyl)phenyl]diphenylphosphane). Yield: 70.0%. Reaction SMILES: CN(C)[CH:3]=[CH:4][C:5]([C:7]1[CH:8]=[C:9]([P:13]([C:20]2[CH:25]=[CH:24][CH:23]=[CH:22][CH:21]=2)[C:14]2[CH:19]=[CH:18][CH:17]=[CH:16][CH:15]=2)[CH:10]=[CH:11][CH:12]=1)=O.O.[NH2:28][NH2:29]>C(O)C>[NH:28]1[CH:3]=[CH:4][C:5]([C:7]2[CH:8]=[C:9]([P:13]([C:20]3[CH:25]=[CH:24][CH:23]=[CH:22][CH:21]=3)[C:14]3[CH:15]=[CH:16][CH:17]=[CH:18][CH:19]=3)[CH:10]=[CH:11][CH:12]=2)=[N:29]1 |f:1.2|. Procedure: A solution of 1.8 g (5.1 mmol) of [3-(3-dimethylamino-1-oxoprop-2-en-yl)phenyl]diphenyl phosphane and 2.6 g (51 mmol) hydrazine monohydrate in 20 ml of ethanol is heated to boil under cover gas for 3 h. After cooling of the solution to room temperature, the solvent is removed in a vacuum. The remaining colorless oily residue is recrystallized from acetic acid ethyl ester. A colorless solid is obtained (yield: >70%). The reactants are N1CCOCC1 (morpholine), CN(C=O)C (N,N-dimethylformamide), ClCCCOC1=CC=C(C=C1)C1=CC=C(C=C1)OCCCN1CCCCC1 (1-{3-[4′-(3-chloropropoxy)biphenyl-4-yloxy]propyl}piperidine), C([O-])([O-])=O.[K+].[K+] (potassium carbonate). Reaction conditions: time 4 day. The product is N1(CCCCC1)CCCOC1=CC=C(C=C1)C1=CC=C(C=C1)OCCCN1CCOCC1 (4-(3-{[4′-(3-piperidinopropoxy)biphenyl-4-yl]oxy}propyl)morpholine). The yield is 22.1%. As a reaction SMILES: C(=O)([O-])[O-].[K+].[K+].[NH:7]1[CH2:12][CH2:11][O:10][CH2:9][CH2:8]1.CN(C)C=O.Cl[CH2:19][CH2:20][CH2:21][O:22][C:23]1[CH:28]=[CH:27][C:26]([C:29]2[CH:34]=[CH:33][C:32]([O:35][CH2:36][CH2:37][CH2:38][N:39]3[CH2:44][CH2:43][CH2:42][CH2:41][CH2:40]3)=[CH:31][CH:30]=2)=[CH:25][CH:24]=1>>[N:39]1([CH2:38][CH2:37][CH2:36][O:35][C:32]2[CH:33]=[CH:34][C:29]([C:26]3[CH:27]=[CH:28][C:23]([O:22][CH2:21][CH2:20][CH2:19][N:7]4[CH2:12][CH2:11][O:10][CH2:9][CH2:8]4)=[CH:24][CH:25]=3)=[CH:30][CH:31]=2)[CH2:40][CH2:41][CH2:42][CH2:43][CH2:44]1 |f:0.1.2|. Procedure details: A suspension of potassium carbonate (138 mg) in a mixture of 1-{3-[4′-(3-chloropropoxy)biphenyl-4-yloxy]propyl}piperidine (100 mg), morpholine (65 mg) and N,N-dimethylformamide (1 mL) is stirred for four days at room temperature. The mixture is filtered, concentrated under reduced pressure and purified by chromatography over silica gel with dichloromethane/methanol 82/2 as eluent. Fractions containing the expected product are pooled and concentrated under reduced pressure to give 25 mg of 4-(3-{...